From a dataset of the Open Reaction Database (ORD), a public repository of structured organic reaction records. describe an organic reaction: reactants, conditions, products, and yield The reactants are C(C)(C)(C)OC(CC=1C(=NN(C1C)CC1=CC=C(C=C1)I)C)=O (1-(4-iodobenzyl)-3,5-dimethyl-1H-pyrazol-4-yl-acetic acid tert.-butyl ester), C(C)(C)N(CC)C(C)C (diisopropylethylamine), [F-].C(CCC)[N+](CCCC)(CCCC)CCCC (tetrabutylammonium fluoride). Run in O1CCCC1 (tetrahydrofuran), O1CCCC1 (tetrahydrofuran). Run at time 15 hour. Yields the product C(C)(C)(C)OC(CC=1C(=NN(C1C)CC1=CC=C(C=C1)C#C)C)=O (1-(4-ethynylbenzyl)-3,5-dimethyl-1H-pyrazol-4-yl-acetic acid tert.-butyl ester). RXN SMILES: [C:1]([O:5][C:6](=[O:23])[CH2:7][C:8]1[C:9]([CH3:22])=[N:10][N:11]([CH2:14][C:15]2[CH:20]=[CH:19][C:18](I)=[CH:17][CH:16]=2)[C:12]=1[CH3:13])([CH3:4])([CH3:3])[CH3:2].[CH:24](N(C(C)C)CC)(C)[CH3:25].[F-].C([N+](CCCC)(CCCC)CCCC)CCC>O1CCCC1>[C:1]([O:5][C:6](=[O:23])[CH2:7][C:8]1[C:9]([CH3:22])=[N:10][N:11]([CH2:14][C:15]2[CH:20]=[CH:19][C:18]([C:24]#[CH:25])=[CH:17][CH:16]=2)[C:12]=1[CH3:13])([CH3:4])([CH3:3])[CH3:2] |f:2.3|. Reported procedure: To a stirred solution of 1-(4-iodobenzyl)-3,5-dimethyl-1H-pyrazol-4-yl-acetic acid tert.-butyl ester (12.2 g) in tetrahydrofuran (100 ml) at room temperature is added diisopropylethylamine (12.3 ml). The solution is degassed and put under argon. Ethynyltrimethylsilane (4.5 ml), copper(I)iodide (543 mg) and bis-(triphenylphosphine)-palladiumdichloride (1.0 g) are added. After 15 h of stirring, the reaction is absorbed onto Extrelute and purified by flash chromatography (4:1 isocratic-cyclohexane:... Starting materials: N=1SC=C2C1C=C(C=C2)C(=O)OC (Methyl 2,1-benzisothiazole-6-carboxylate), CC(C)C[AlH]CC(C)C (DIBAL). The solvent is O1CCCC1 (tetrahydrofuran). The product is OCC1=CC=2C(=CSN2)C=C1 (6-Hydroxymethyl-2,1-benzisothiazole). As a reaction SMILES: [N:1]1[S:2][CH:3]=[C:4]2[CH:9]=[CH:8][C:7]([C:10](OC)=[O:11])=[CH:6][C:5]=12.CC(C[AlH]CC(C)C)C>O1CCCC1>[OH:11][CH2:10][C:7]1[CH:8]=[CH:9][C:4]2=[CH:3][S:2][N:1]=[C:5]2[CH:6]=1. Reported procedure: 5.8 g (0.03 mole) of 10a are stirred analogously to Example 1a in 80 ml of tetrahydrofuran with 58.8 ml (0.09 mole) of DIBAL (1.53 molar solution in toluene) at -60° C. to -70° C. overnight. Starting materials: B, CSC, CCO, COc1cccc(CC#N)c1, Cl, C1CCOC1, O. The product is COc1cccc(CCN)c1, Cl. As a reaction SMILES: [BH3:4].[CH3:1][S:2][CH3:3].[CH3:23][CH2:24][OH:25].[CH3:5][O:6][c:7]1[cH:8][c:9]([CH2:13][C:14]#[N:15])[cH:10][cH:11][cH:12]1.[ClH:17].[O:18]1[CH2:19][CH2:20][CH2:21][CH2:22]1.[OH2:16]>>[CH3:5][O:6][c:7]1[cH:8][c:9]([CH2:13][CH2:14][NH2:15])[cH:10][cH:11][cH:12]1.[ClH:17]. The reactants are ClC1=CC=C(C=C1)C1C(=C(C(N1C=1C=C(C=2N(C1)C(=NN2)C)C)=O)O)C(=O)C2CC2 (5-(4-chlorophenyl)-4-(cyclopropanecarbonyl)-1-(3,8-dimethyl-[1,2,4]triazolo[4,3-a]pyridin-6-yl)-3-hydroxy-1H-pyrrol-2(5H)-one), N(N)C1=CC=NN1C (5-hydrazinyl-1-methyl-1H-pyrazole). The solvent is CCOCC (Et2O). Product: ClC1=CC=C(C=C1)C1N(C(C=2N(N=C(C21)C2CC2)C2=CC=NN2C)=O)C=2C=C(C=1N(C2)C(=NN1)C)C (4-(4-chlorophenyl)-3-cyclopropyl-5-(3,8-dimethyl-[1,2,4]triazolo[4,3-a]pyridin-6-yl)-1-(1-methyl-1H-pyrazol-5-yl)-4,5-dihydropyrrolo[3,4-c]pyrazol-6(1H)-one). RXN SMILES: [Cl:1][C:2]1[CH:7]=[CH:6][C:5]([CH:8]2[N:12]([C:13]3[CH:14]=[C:15]([CH3:23])[C:16]4[N:17]([C:19]([CH3:22])=[N:20][N:21]=4)[CH:18]=3)[C:11](=[O:24])[C:10](O)=[C:9]2[C:26]([CH:28]2[CH2:30][CH2:29]2)=O)=[CH:4][CH:3]=1.[NH:31]([C:33]1[N:37]([CH3:38])[N:36]=[CH:35][CH:34]=1)[NH2:32]>CCOCC>[Cl:1][C:2]1[CH:7]=[CH:6][C:5]([CH:8]2[C:9]3[C:26]([CH:28]4[CH2:29][CH2:30]4)=[N:32][N:31]([C:33]4[N:37]([CH3:38])[N:36]=[CH:35][CH:34]=4)[C:10]=3[C:11](=[O:24])[N:12]2[C:13]2[CH:14]=[C:15]([CH3:23])[C:16]3[N:17]([C:19]([CH3:22])=[N:20][N:21]=3)[CH:18]=2)=[CH:4][CH:3]=1. Procedure details: The title compound was prepared in analogy to the procedure described in Step 114.1 using 5-(4-chlorophenyl)-4-(cyclopropanecarbonyl)-1-(3,8-dimethyl-[1,2,4]triazolo[4,3-a]pyridin-6-yl)-3-hydroxy-1H-pyrrol-2(5H)-one (Step 117.1) and 5-hydrazinyl-1-methyl-1H-pyrazole (Step 74.2). The crude material was first purified by silica gel column chromatography (1% ammonia/5% MeOH/CH2Cl2) followed by preparative achiral SFC (column Silica, gradient 23-28% in 6 min_total 11 min). A third purification was p...